describe an organic reaction: reactants, conditions, products, and yield From a dataset of the Open Reaction Database (ORD), a public repository of structured organic reaction records. Reactants: OC12CC3C(C(CC(C1)C3)C2)NC(=O)C2=CC3=C(N(C=N3)CCN=[N+]=[N-])C=C2 (1-(2-azidoethyl)-1H-benzimidazole-5-carboxylic acid (5-hydroxyadamantan-2-yl)-amide). Reagents/catalysts: [Pd] (Pd/C). Run in CO (methanol). Conditions: time 1 hour. Yields the product OC12CC3C(C(CC(C1)C3)C2)NC(=O)C2=CC3=C(N(C=N3)CCN)C=C2 (1-(2-aminoethyl)-1H-benzimidazole-5-carboxylic acid (5-hydroxy-adamantan-2-yl)-amide). The yield is 75.1%. As a reaction SMILES: [OH:1][C:2]12[CH2:11][CH:6]3[CH2:7][CH:8]([CH2:10][CH:4]([CH:5]3[NH:12][C:13]([C:15]3[CH:28]=[CH:27][C:18]4[N:19]([CH2:22][CH2:23][N:24]=[N+]=[N-])[CH:20]=[N:21][C:17]=4[CH:16]=3)=[O:14])[CH2:3]1)[CH2:9]2>CO.[Pd]>[OH:1][C:2]12[CH2:3][CH:4]3[CH2:10][CH:8]([CH2:7][CH:6]([CH:5]3[NH:12][C:13]([C:15]3[CH:28]=[CH:27][C:18]4[N:19]([CH2:22][CH2:23][NH2:24])[CH:20]=[N:21][C:17]=4[CH:16]=3)=[O:14])[CH2:11]1)[CH2:9]2. Procedure details: To a solution of 1-(2-azidoethyl)-1H-benzimidazole-5-carboxylic acid (5-hydroxyadamantan-2-yl)-amide (1.0 g, 0.00263 mol) in methanol (20 mL) was added 10% Pd/C (200 mg). The reaction mixture was hydrogenated at 3 kg pressure for 1 h. The catalyst was filtered over celite and the filtrate was concentrated to give 1-(2-aminoethyl)-1H-benzimidazole-5-carboxylic acid (5-hydroxy-adamantan-2-yl)-amide (0.7 g, 75%). Reactants: C(=O)(OC(C)(C)C)N[C@@H](C)C(=O)O (N-Boc-L-alanine), Cl.NN1C2=C(C3=C(C(C1=O)C)C=CC=C3)C=CC=C2 (5-Amino-7-methyl-5,7-dihydro-6H-dibenz[b,d]azepin-6-one Hydrochloride). The product is Cl.N[C@@H](C)C(=O)NN1C2=C(C3=C(C(C1=O)C)C=CC=C3)C=CC=C2 (5-(L-Alaninyl)amino-7-methyl-5,7-dihydro-6H-dibenz[b,d]azepin-6-one Hydrochloride). As a reaction SMILES: C([NH:8][C@H:9]([C:11](O)=[O:12])[CH3:10])(OC(C)(C)C)=O.[ClH:14].[NH2:15][N:16]1[C:22](=[O:23])[CH:21]([CH3:24])[C:20]2[CH:25]=[CH:26][CH:27]=[CH:28][C:19]=2[C:18]2[CH:29]=[CH:30][CH:31]=[CH:32][C:17]1=2>>[ClH:14].[NH2:8][C@H:9]([C:11]([NH:15][N:16]1[C:22](=[O:23])[CH:21]([CH3:24])[C:20]2[CH:25]=[CH:26][CH:27]=[CH:28][C:19]=2[C:18]2[CH:29]=[CH:30][CH:31]=[CH:32][C:17]1=2)=[O:12])[CH3:10] |f:1.2,3.4|. Reported procedure: Following General Procedure D and using N-Boc-L-alanine (Aldrich) and 5-amino-7-methyl-5,7-dihydro-6H-dibenz[b,d]azepin-6-one (Example 1), the title compound was prepared. Reactants: C(=O)(OCC1=CC=CC=C1)N[C@@H](C)C(=O)O (carbobenzyloxy-L-alanine), NCCC(OCC)OCC (1-amino-3,3-diethoxypropane), C(C)(C)N(C(C)C)CC (N,N-diisopropylethylamine), OC1=CC=CC=2NN=NC21 (hydroxybenzotriazole), Cl.CN(CCCN=C=NCC)C (1-(3-dimethylaminopropyl)-3-ethylcarbodiimide hydrochloride). Solvent: O1CCCC1 (tetrahydrofuran). Product: C(C)OC(CCNC([C@H](C)NC(OCC1=CC=CC=C1)=O)=O)OCC (benzyl (1S)-2-[(3,3-diethoxypropyl)amino]-1-methyl-2-oxoethylcarbamate). The yield is 84.8%. RXN SMILES: [C:1]([NH:11][C@H:12]([C:14]([OH:16])=O)[CH3:13])([O:3][CH2:4][C:5]1[CH:10]=[CH:9][CH:8]=[CH:7][CH:6]=1)=[O:2].OC1C2N=NNC=2C=CC=1.Cl.CN(C)CCCN=C=NCC.[NH2:39][CH2:40][CH2:41][CH:42]([O:46][CH2:47][CH3:48])[O:43][CH2:44][CH3:45].C(N(CC)C(C)C)(C)C>O1CCCC1>[CH2:44]([O:43][CH:42]([O:46][CH2:47][CH3:48])[CH2:41][CH2:40][NH:39][C:14](=[O:16])[C@@H:12]([NH:11][C:1](=[O:2])[O:3][CH2:4][C:5]1[CH:6]=[CH:7][CH:8]=[CH:9][CH:10]=1)[CH3:13])[CH3:45] |f:2.3|. Procedure: By using an analogous procedure to that described for Reference Example 13, carbobenzyloxy-L-alanine (2 g, 8.99 mmol), hydroxybenzotriazole (1.2 g, 8.99 mmol), 1-(3-dimethylaminopropyl)-3-ethylcarbodiimide hydrochloride (1.72 g, 8.99 mmol), 1-amino-3,3-diethoxypropane (1.25 g, 8.53 mmol) and N,N-diisopropylethylamine (1.56 ml, 8.99 mmol) were reacted in anhydrous tetrahydrofuran (40 ml) at room temperature for 16 h, to provide benzyl (1S)-2-[(3,3-diethoxypropyl)amino]-1-methyl-2-oxoethylcarbamat... Starting materials: N12CCCCCC2=NCCC1 (1,8-Diazabicyclo[5.4.0]undec-7-ene), [H-].[Na+] (sodium hydride), C(=C)S(=O)(=O)C (methyl vinyl sulfone), C(C)OCC=1N(C2=C(C=NC=3C=CC=CC23)N1)CC1(CCC1)O (1-{[2-(ethoxymethyl)-1H-imidazo[4,5-c]quinolin-1-yl]methyl}cyclobutanol). Run in O1CCCC1 (tetrahydrofuran), O (Water). Conditions: time 1 hour. Yields the product C(C)OCC=1N(C2=C(C=NC=3C=CC=CC23)N1)CC1(CCC1)OCCS(=O)(=O)C (2-(ethoxymethyl)-1-({1-[2-(methylsulfonyl)ethoxy]cyclobutyl}methyl)-1H-imidazo[4,5-c]quinoline). Yield: 64.8%. As a reaction SMILES: N12CCCN=C1CCCCC2.[CH:12]([S:14]([CH3:17])(=[O:16])=[O:15])=[CH2:13].[CH2:18]([O:20][CH2:21][C:22]1[N:23]([CH2:35][C:36]2([OH:40])[CH2:39][CH2:38][CH2:37]2)[C:24]2[C:33]3[CH:32]=[CH:31][CH:30]=[CH:29][C:28]=3[N:27]=[CH:26][C:25]=2[N:34]=1)[CH3:19].[H-].[Na+]>O1CCCC1.O>[CH2:18]([O:20][CH2:21][C:22]1[N:23]([CH2:35][C:36]2([O:40][CH2:13][CH2:12][S:14]([CH3:17])(=[O:16])=[O:15])[CH2:39][CH2:38][CH2:37]2)[C:24]2[C:33]3[CH:32]=[CH:31][CH:30]=[CH:29][C:28]=3[N:27]=[CH:26][C:25]=2[N:34]=1)[CH3:19] |f:3.4|. Reported procedure: 1,8-Diazabicyclo[5.4.0]undec-7-ene (0.10 mL, 0.74 mmol) followed by methyl vinyl sulfone (1.60 g, 14.8 mmol) were added to a stirred solution of 1-{[2-(ethoxymethyl)-1H-imidazo[4,5-c]quinolin-1-yl]methyl}cyclobutanol (2.30 g, 7.39 mmol) in tetrahydrofuran (30 mL). The reaction mixture was stirred at room temperature for 1 hour and a small amount of sodium hydride (60% dispersion in mineral oil) was added. Water (50 mL) was added and the mixture was extracted with ethyl acetate (3×50 mL). The org... Yields the product CC(C)(C)OC(=O)NC1CCCN(c2c(Br)cnc3[nH]cc(NC(=O)C4CC4(F)F)c23)C1. As a reaction SMILES: [Br:1][c:2]1[c:3]([F:19])[c:4]2[c:5]([n:6][cH:7]1)[nH:8][cH:9][c:10]2[NH:11][C:12](=[O:13])[CH:14]1[C:15]([F:17])([F:18])[CH2:16]1.[CH2:34]([N:35]([CH:36]([CH3:37])[CH3:38])[CH:39]([CH3:40])[CH3:41])[CH3:42].[CH2:43]([OH:44])[CH2:45][CH2:46][CH3:47].[NH:20]1[CH2:21][CH:22]([NH:26][C:27]([O:28][C:29]([CH3:30])([CH3:31])[CH3:32])=[O:33])[CH2:23][CH2:24][CH2:25]1>>[Br:1][c:2]1[c:3]([N:20]2[CH2:21][CH:22]([NH:26][C:27]([O:28][C:29]([CH3:30])([CH3:31])[CH3:32])=[O:33])[CH2:23][CH2:24][CH2:25]2)[c:4]2[c:5]([n:6][cH:7]1)[nH:8][cH:9][c:10]2[NH:11][C:12](=[O:13])[CH:14]1[C:15]([F:17])([F:18])[CH2:16]1. Starting materials: O=C(Nc1c[nH]c2ncc(Br)c(F)c12)C1CC1(F)F, CCN(C(C)C)C(C)C, CCCCO, CC(C)(C)OC(=O)NC1CCCNC1. Reactants: Cl.Cl.CNC/1=NC(S\C1=C/C1CCNCC1)=O ((5Z)-4-(methylamino)-5-(piperidin-4-ylmethylidene)-1,3-thiazol-2(5H)-one dihydrochloride), FC(C1=C(C(=O)O)C=CC(=C1)C(F)(F)F)(F)F (2,4-bis(trifluoromethyl)benzoic acid), ON1N=NC2=C1C=CC=C2 (1-hydroxybenzotriazole), Cl.C(C)N=C=NCCCN(C)C (1-ethyl-3-(3-dimethylaminopropyl)carbodiimide hydrochloride). Run in C(C)N(CC)CC (triethylamine), CN(C=O)C (N,N-dimethylformamide), O (Water). Run at time 5 minute. Product: FC(C1=C(C=CC(=C1)C(F)(F)F)C(=O)N1CCC(CC1)\C=C/1\C(=NC(S1)=O)NC)(F)F ((5Z)-5-[(1-{[2,4-bis(trifluoromethyl)phenyl]carbonyl}piperidin-4-yl)methylidene]-4-(methylamino)-1,3-thiazol-2(5H)-one). The yield is 56.8%. Reaction SMILES: [F:1][C:2]([F:17])([F:16])[C:3]1[CH:11]=[C:10]([C:12]([F:15])([F:14])[F:13])[CH:9]=[CH:8][C:4]=1[C:5]([OH:7])=O.ON1C2C=CC=CC=2N=N1.Cl.C(N=C=NCCCN(C)C)C.Cl.Cl.[CH3:42][NH:43][C:44]1=[N:45][C:46](=[O:56])[S:47]/[C:48]/1=[CH:49]\[CH:50]1[CH2:55][CH2:54][NH:53][CH2:52][CH2:51]1>CN(C)C=O.O.C(N(CC)CC)C>[F:16][C:2]([F:1])([F:17])[C:3]1[CH:11]=[C:10]([C:12]([F:15])([F:14])[F:13])[CH:9]=[CH:8][C:4]=1[C:5]([N:53]1[CH2:54][CH2:55][CH:50](/[CH:49]=[C:48]2/[C:44]([NH:43][CH3:42])=[N:45][C:46](=[O:56])[S:47]/2)[CH2:51][CH2:52]1)=[O:7] |f:2.3,4.5.6|. Reported procedure: To a solution of 2,4-bis(trifluoromethyl)benzoic acid (83 mg) in N,N-dimethylformamide (6 mL) were added 1-hydroxybenzotriazole (123 mg) and 1-ethyl-3-(3-dimethylaminopropyl)carbodiimide hydrochloride (154 mg), and the mixture was stirred for 5 min under ice-cooling. To the reaction mixture were added triethylamine (0.2 mL) and (5Z)-4-(methylamino)-5-(piperidin-4-ylmethylidene)-1,3-thiazol-2(5H)-one dihydrochloride (200 mg) under ice-cooling, and the mixture was stirred at room temperature overn... The reactants are CCCCCCCCCCCCCCOc1cccc(CC(=O)Nc2cccc(CBr)c2)c1, Cc1cncs1, Cc1ccccc1. Yields the product [Br-], CCCCCCCCCCCCCCOc1cccc(CC(=O)Nc2cccc(C[n+]3csc(C)c3)c2)c1. As a reaction SMILES: [Br:1][CH2:2][c:3]1[cH:4][c:5]([NH:9][C:10]([CH2:11][c:12]2[cH:13][c:14]([O:18][CH2:19][CH2:20][CH2:21][CH2:22][CH2:23][CH2:24][CH2:25][CH2:26][CH2:27][CH2:28][CH2:29][CH2:30][CH2:31][CH3:32])[cH:15][cH:16][cH:17]2)=[O:33])[cH:6][cH:7][cH:8]1.[CH3:34][c:35]1[cH:36][n:37][cH:38][s:39]1.[CH3:40][c:41]1[cH:42][cH:43][cH:44][cH:45][cH:46]1>>[Br-:1].[CH2:2]([c:3]1[cH:4][c:5]([NH:9][C:10]([CH2:11][c:12]2[cH:13][c:14]([O:18][CH2:19][CH2:20][CH2:21][CH2:22][CH2:23][CH2:24][CH2:25][CH2:26][CH2:27][CH2:28][CH2:29][CH2:30][CH2:31][CH3:32])[cH:15][cH:16][cH:17]2)=[O:33])[cH:6][cH:7][cH:8]1)[n+:37]1[cH:36][c:35]([CH3:34])[s:39][cH:38]1.